Dataset: the Open Reaction Database (ORD), a public repository of structured organic reaction records. Task: describe an organic reaction: reactants, conditions, products, and yield The reactants are ClC1=C(OC(C(=O)OCC)CC)C(=CC(=C1)OCC=C(Cl)Cl)Cl (ethyl 2,6-dichloro-4-(3,3-dichloro-2-propenyloxy)phenoxybutyrate), [OH-].[K+] (potassium hydroxide), CO (methanol). Run at time 24 hour. Product: ClC1=C(OCCCC(=O)O)C(=CC(=C1)OCC=C(Cl)Cl)Cl (4-(2,6-dichloro-4-(3,3-dichloro-2-propenyloxy)phenoxy)butyric acid). Yield: 90.0%. Reaction SMILES: [Cl:1][C:2]1[CH:16]=[C:15]([O:17][CH2:18][CH:19]=[C:20]([Cl:22])[Cl:21])[CH:14]=[C:13]([Cl:23])[C:3]=1[O:4][CH:5]([CH2:11][CH3:12])C(OCC)=O.[OH-:24].[K+].[CH3:26][OH:27]>>[Cl:23][C:13]1[CH:14]=[C:15]([O:17][CH2:18][CH:19]=[C:20]([Cl:21])[Cl:22])[CH:16]=[C:2]([Cl:1])[C:3]=1[O:4][CH2:5][CH2:11][CH2:12][C:26]([OH:27])=[O:24] |f:1.2|. Procedure: A reaction vessel was charged with 2.54 g of ethyl 2,6-dichloro-4-(3,3-dichloro-2-propenyloxy)phenoxybutyrate, 4.0 g of 10% aqueous potassium hydroxide solution and 50 ml of methanol. After stirring at room temperature for 24 hours, the reaction mixture was concentrated. Then, 50 ml of diethyl ether was poured into the reaction mixture, and the mixture was extracted twice with 50 ml of 5% aqueous sodium hydrogen carbonate solution. The aqueous layers were combined, and made weak acidic by the ad... Starting materials: [OH-].[Na+] (sodium hydroxide), S(O)(O)(=O)=O (sulfuric acid), C(C)(=S)O (thioacetic acid), O1COC2=CC(CC=C)=CC=C12 (safrole), ice water. Run in C(C)O (ethanol), O (water). Conditions: time 30 minute. The product is O1COC2=C1C=CC(=C2)CCCS (3-(1,3-Benzodioxol-5-yl)propanethiol). Yield: 66.4%. Reaction SMILES: [C:1](O)(=[S:3])[CH3:2].[O:5]1[C:16]2[C:8](=[CH:9][C:10](=[CH:14][CH:15]=2)[CH2:11]C=C)[O:7][CH2:6]1.[OH-].[Na+].S(=O)(=O)(O)O>C(O)C.O>[O:5]1[C:16]2[CH:15]=[CH:14][C:10]([CH2:11][CH2:2][CH2:1][SH:3])=[CH:9][C:8]=2[O:7][CH2:6]1 |f:2.3|. Reported procedure: 25 g of thioacetic acid was added to 53.5 g of safrole in portions, while stirring the mixture at a room temperature or under cooling with ice/water. The reaction was carried out for 30 minutes. A solution of 20 g of sodium hydroxide in a mixture comprising 100 ml of water and 200 ml of ethanol was added to the reaction mixture. The obtained mixture was heated under reflux for 20 minutes, cooled, neutralized with dilute sulfuric acid and extracted with 1 l of benzene. The extract was washed with... RXN SMILES: [BH4-:20].[CH3:22][OH:23].[N+:1](=[O:2])([O-:3])[c:4]1[cH:5][c:6]([CH:10]=[C:11]2[N:12]3[CH2:13][CH2:14][CH:15]([C:16]2=[O:17])[CH2:18][CH2:19]3)[cH:7][cH:8][cH:9]1.[Na+:21]>>[N+:1](=[O:2])([O-:3])[c:4]1[cH:5][c:6]([CH:10]=[C:11]2[N:12]3[CH2:13][CH2:14][CH:15]([CH:16]2[OH:17])[CH2:18][CH2:19]3)[cH:7][cH:8][cH:9]1. Product: O=[N+]([O-])c1cccc(C=C2C(O)C3CCN2CC3)c1. Starting materials: [BH4-], CO, O=C1C(=Cc2cccc([N+](=O)[O-])c2)N2CCC1CC2, [Na+].